Dataset: the Open Reaction Database (ORD), a public repository of structured organic reaction records. Task: describe an organic reaction: reactants, conditions, products, and yield Reactants: CCOC(=O)CC#N, CC(=O)[O-], CCO, Cl, Nc1ccc(F)c(F)c1, [Na+], [Na+], O=[N+]([O-])[O-]. The product is CCOC(=O)C(C#N)N=Nc1ccc(F)c(F)c1. RXN SMILES: [C:16](#[N:17])[CH2:18][C:19](=[O:20])[O:21][CH2:22][CH3:23].[CH3:25][C:26](=[O:27])[O-:28].[CH3:29][CH2:30][OH:31].[ClH:6].[F:7][c:8]1[cH:9][c:10]([NH2:11])[cH:12][cH:13][c:14]1[F:15].[Na+:1].[Na+:24].[O-:2][N+:3](=[O:4])[O-:5]>>[N:3](=[N:11][c:10]1[cH:9][c:8]([F:7])[c:14]([F:15])[cH:13][cH:12]1)[CH:18]([C:16]#[N:17])[C:19](=[O:20])[O:21][CH2:22][CH3:23]. Reported procedure: 7-[1-(1,1-Dimethylethyl)-1H-pyrazol-4-yl]-N-{[(3S)-3-fluoro-3-piperidinyl]methyl}-1,6-naphthyridin-5-amine dihydrochloride (1 wt) is dissolved/suspended in water (10 vol) and washed with ethyl acetate (2×5 vol). The acidic aqueous phase is basified with 32% NaOH (0.6 vol) to pH 10 and extracted with ethyl acetate (2×5 vol). The extracts are washed with 5% w/v sodium chloride in water (5 vol). The combined extracts are concentrated on the Buchi to a solid. The residue is suspended in n-butyl acet... RXN SMILES: Cl.Cl.[CH3:3][C:4]([N:7]1[CH:11]=[C:10]([C:12]2[N:13]=[C:14]([NH:22][CH2:23][C@:24]3([F:30])[CH2:29][CH2:28][CH2:27][NH:26][CH2:25]3)[C:15]3[CH:16]=[CH:17][CH:18]=[N:19][C:20]=3[CH:21]=2)[CH:9]=[N:8]1)([CH3:6])[CH3:5]>O>[CH3:6][C:4]([N:7]1[CH:11]=[C:10]([C:12]2[N:13]=[C:14]([NH:22][CH2:23][C@:24]3([F:30])[CH2:29][CH2:28][CH2:27][NH:26][CH2:25]3)[C:15]3[CH:16]=[CH:17][CH:18]=[N:19][C:20]=3[CH:21]=2)[CH:9]=[N:8]1)([CH3:3])[CH3:5] |f:0.1.2|. Reactants: Cl.Cl.CC(C)(C)N1N=CC(=C1)C=1N=C(C=2C=CC=NC2C1)NC[C@]1(CNCCC1)F (7-[1-(1,1-Dimethylethyl)-1H-pyrazol-4-yl]-N-{[(3S)-3-fluoro-3-piperidinyl]methyl}-1,6-naphthyridin-5-amine dihydrochloride). Run at temperature 75.5 celsius, time 1 hour. Run in O (water). The product is CC(C)(C)N1N=CC(=C1)C=1N=C(C=2C=CC=NC2C1)NC[C@]1(CNCCC1)F (7-[1-(1,1-dimethylethyl)-1H-pyrazol-4-yl]-N-{[(3S)-3-fluoro-3-piperidinyl]methyl}-1,6-naphthyridin-5-amine). The reactants are C(C1=CC=CC=C1)N=C=S (Benzylisothiocyanate), C(C)OCC (diethyl ether), C12(CC3CC(CC(C1)C3)C2)N=C=O (1-Adamantyl-isocyanate), SO2Cl2. Yields the product C12(CC3CC(CC(C1)C3)C2)N2SC(N(C2=O)CC2=CC=CC=C2)=O (2-(1-adamantyl)-4-benzyl-[1,2,4]thiadiazolidine-3,5-dione). RXN SMILES: [CH2:1]([N:8]=[C:9]=[S:10])[C:2]1[CH:7]=[CH:6][CH:5]=[CH:4][CH:3]=1.[C:11]12([N:21]=[C:22]=[O:23])[CH2:20][CH:15]3[CH2:16][CH:17]([CH2:19][CH:13]([CH2:14]3)[CH2:12]1)[CH2:18]2.C([O:26]CC)C>>[C:11]12([N:21]3[C:22](=[O:23])[N:8]([CH2:1][C:2]4[CH:7]=[CH:6][CH:5]=[CH:4][CH:3]=4)[C:9](=[O:26])[S:10]3)[CH2:20][CH:15]3[CH2:16][CH:17]([CH2:19][CH:13]([CH2:14]3)[CH2:12]1)[CH2:18]2. Reported procedure: Reagents: Benzylisothiocyanate (6.5 mmol, 0.85 mL), 1-Adamantyl-isocyanate (6.5 mmol, 1.15 g) and SO2Cl2 (6.5 mmol, 0.52 mL) in diethyl ether (25 mL). Isolation: solvent evaporation. Reactants: C(C1=CC=CC=C1)N1N=C(C2=CC=CC=C12)C=1OC(=CC1)CO (1-benzyl-3-(5-hydroxymethyl-2-furyl)indazole). Reagents/catalysts: [O-2].[Mn+4].[O-2] (manganese(IV) oxide). The solvent is C(Cl)(Cl)(Cl)Cl (carbon tetrachloride). Product: C(C1=CC=CC=C1)N1N=C(C2=CC=CC=C12)C=1OC(=CC1)C=O (1-Benzyl-3-(5-formyl-2-furyl)indazole). RXN SMILES: [CH2:1]([N:8]1[C:16]2[C:11](=[CH:12][CH:13]=[CH:14][CH:15]=2)[C:10]([C:17]2[O:18][C:19]([CH2:22][OH:23])=[CH:20][CH:21]=2)=[N:9]1)[C:2]1[CH:7]=[CH:6][CH:5]=[CH:4][CH:3]=1>C(Cl)(Cl)(Cl)Cl.[O-2].[Mn+4].[O-2]>[CH2:1]([N:8]1[C:16]2[C:11](=[CH:12][CH:13]=[CH:14][CH:15]=2)[C:10]([C:17]2[O:18][C:19]([CH:22]=[O:23])=[CH:20][CH:21]=2)=[N:9]1)[C:2]1[CH:7]=[CH:6][CH:5]=[CH:4][CH:3]=1 |f:2.3.4|. Procedure details: 7.7 g (25.3 mmol) of 1-benzyl-3-(5-hydroxymethyl-2-furyl)indazole and 11 g (126.5 mmol) of activated manganese(IV) oxide in 200 ml of dry carbon tetrachloride were stirred under reflux for 4.5 h. For work-up, the mixture was filtered off with suction and the filtrate was washed with water, dried and concentrated using a rotary evaporator. The crude product was recrystallized from isopropanol. This gave 4.8 g (63%) of the title compound. m.p.: 108° C.